This data is from the Open Reaction Database (ORD), a public repository of structured organic reaction records. The task is: describe an organic reaction: reactants, conditions, products, and yield Starting materials: CN1C(C(=CC2=CN=C(C=C12)C)C=1C=C(C(=O)N=C=O)C=CC1C)=O (3-(1,7-dimethyl-2-oxo-1,2-dihydro-1,6-naphthyridin-3-yl)-4-methylbenzoyl isocyanate), NC1=CC=CC=C1 (aniline). The solvent is C(Cl)Cl (DCM). Yields the product CN1C(C(=CC2=CN=C(C=C12)C)C=1C=C(C(=O)NC(NC2=CC=CC=C2)=O)C=CC1C)=O (3-(1,7-dimethyl-2-oxo-1,2-dihydro-1,6-naphthyridin-3-yl)-4-methyl-N-(phenylcarbamoyl)benzamide). RXN SMILES: [CH3:1][N:2]1[C:11]2[C:6](=[CH:7][N:8]=[C:9]([CH3:12])[CH:10]=2)[CH:5]=[C:4]([C:13]2[CH:14]=[C:15]([CH:21]=[CH:22][C:23]=2[CH3:24])[C:16]([N:18]=[C:19]=[O:20])=[O:17])[C:3]1=[O:25].[NH2:26][C:27]1[CH:32]=[CH:31][CH:30]=[CH:29][CH:28]=1>C(Cl)Cl>[CH3:1][N:2]1[C:11]2[C:6](=[CH:7][N:8]=[C:9]([CH3:12])[CH:10]=2)[CH:5]=[C:4]([C:13]2[CH:14]=[C:15]([CH:21]=[CH:22][C:23]=2[CH3:24])[C:16]([NH:18][C:19](=[O:20])[NH:26][C:27]2[CH:32]=[CH:31][CH:30]=[CH:29][CH:28]=2)=[O:17])[C:3]1=[O:25]. Reported procedure: 3-(1,7-Dimethyl-2-oxo-1,2-dihydro-1,6-naphthyridin-3-yl)-4-methylbenzoyl isocyanate 31 (10 mg, 0.03 mmol) is suspended in DCM at rt with aniline (3 mg, 0.3 mmol) for 1 h. Solvent is removed and the residue is purified by preparative LC/MS to give the desired product N1. 1H NMR (400 MHz, DMSO-d6) δ 11 (s, 1H), 10.8 (s, 1H), 8.99 (s, 1H), 8.1 (s, 1H), 8.01 (d, J=8 Hz, 1H), 7.95 (s, 1H), 7.69 (s, 1H), 7.59 (s, 1H), 7.57 (s, 1H), 7.48 (d, J=7.9 Hz, 1H), 7.36 (m, 2H), 7.12 (t, J=7 Hz, 1H), 2.7 (s, 3H... Starting materials: CN1CCOCC1, CC(C)N, ClCCl, CC(O)(C(=O)Nc1ccc(S(=O)(=O)c2ccccc2C(=O)O)cc1Cl)C(F)(F)F. Yields the product CC(C)NC(=O)c1ccccc1S(=O)(=O)c1ccc(NC(=O)C(C)(O)C(F)(F)F)c(Cl)c1. Reaction SMILES: [CH3:1][N:2]1[CH2:3][CH2:4][O:5][CH2:6][CH2:7]1.[CH3:37][CH:38]([CH3:39])[NH2:40].[Cl:41][CH2:42][Cl:43].[Cl:8][c:9]1[c:10]([NH:27][C:28]([C:29]([C:30]([F:31])([F:32])[F:33])([CH3:34])[OH:35])=[O:36])[cH:11][cH:12][c:13]([S:15](=[O:16])(=[O:17])[c:18]2[c:19]([C:24](=[O:25])[OH:26])[cH:20][cH:21][cH:22][cH:23]2)[cH:14]1>>[Cl:8][c:9]1[c:10]([NH:27][C:28]([C:29]([C:30]([F:31])([F:32])[F:33])([CH3:34])[OH:35])=[O:36])[cH:11][cH:12][c:13]([S:15](=[O:16])(=[O:17])[c:18]2[c:19]([C:24](=[O:25])[NH:40][CH:38]([CH3:37])[CH3:39])[cH:20][cH:21][cH:22][cH:23]2)[cH:14]1. Reactants: N1C(=CC2=CC=CC=C12)C(=N)N (1H-indole-2-carboxamidine), C(C1=CC=CC=C1)=C(C#N)C#N (2-benzylidene-malononitrile). Yields the product NCC=1C(=NC(=NC1C1=CC=CC=C1)C=1NC2=CC=CC=C2C1)N (5-Aminomethyl-2-(1H-indol-2-yl)-6-phenyl-pyrimidin-4-ylamine). Reaction SMILES: [NH:1]1[C:9]2[C:4](=[CH:5][CH:6]=[CH:7][CH:8]=2)[CH:3]=[C:2]1[C:10]([NH2:12])=[NH:11].[CH:13](=[C:20]([C:23]#[N:24])[C:21]#[N:22])[C:14]1[CH:19]=[CH:18][CH:17]=[CH:16][CH:15]=1>>[NH2:24][CH2:23][C:20]1[C:21]([NH2:22])=[N:11][C:10]([C:2]2[NH:1][C:9]3[C:4]([CH:3]=2)=[CH:5][CH:6]=[CH:7][CH:8]=3)=[N:12][C:13]=1[C:14]1[CH:19]=[CH:18][CH:17]=[CH:16][CH:15]=1. Procedure details: The title compound, MS: m/e=315.8 (M+H+), was prepared from 1H-indole-2-carboxamidine and 2-benzylidene-malononitrile in analogy to the process described in Example 11 as a solid.